From a dataset of the Open Reaction Database (ORD), a public repository of structured organic reaction records. describe an organic reaction: reactants, conditions, products, and yield Starting materials: Clc1ccccc1Cl, CCOC(=O)c1c(O)c(C)nc2ccccc12. Product: Cc1nc2ccccc2cc1O. Reaction SMILES: [Cl:18][c:19]1[cH:20][cH:21][cH:22][cH:23][c:24]1[Cl:25].[OH:1][c:2]1[c:3]([CH3:17])[n:4][c:5]2[cH:6][cH:7][cH:8][cH:9][c:10]2[c:11]1[C:12]([O:13][CH2:14][CH3:15])=[O:16]>>[OH:1][c:2]1[c:3]([CH3:17])[n:4][c:5]2[cH:6][cH:7][cH:8][cH:9][c:10]2[cH:11]1. Reactants: C(C)OC(=O)C1CC2(OCCO2)CCC1N (ethyl-8-amino-1,4-dioxaspiro-[4.5]-decane-7-carboxylate), [Na] (Sodium). The solvent is C(C)O (ethanol), C(C)O (ethanol). The product is N[C@H]1[C@@H](CC2(OCCO2)CC1)C(=O)OCC (Ethyl 8-amino-trans-1,4-dioxaspiro[4.5]decane-7-carboxylate). The yield is 85.8%. As a reaction SMILES: [Na].[CH2:2]([O:4][C:5]([CH:7]1[CH:16]([NH2:17])[CH2:15][CH2:14][C:9]2([O:13][CH2:12][CH2:11][O:10]2)[CH2:8]1)=[O:6])[CH3:3]>C(O)C>[NH2:17][C@@H:16]1[CH2:15][CH2:14][C:9]2([O:13][CH2:12][CH2:11][O:10]2)[CH2:8][C@H:7]1[C:5]([O:4][CH2:2][CH3:3])=[O:6] |^1:0|. Procedure: Sodium metal (27.7 g, 1.2 mole) was reacted with ethanol (1 1), then ethyl-8-amino-1,4-dioxaspiro-[4.5]-decane-7-carboxylate (137.7 g, 0.6 mole) in ethanol (400 ml) was added. The mixture was refluxed for 11/2 hours, then cooled to room temperature, poured into ice, and made basic. The product was extracted with methylene chloride, dried with sodium sulfate and evaporated to give 118.0 g (85.7%) of the title product. Reactants: [Li]CCCC, COc1ccccc1F, [Na+], O=C=O, [OH-]. The product is COc1cccc(C(=O)O)c1F. As a reaction SMILES: [CH2:10]([Li:11])[CH2:12][CH2:13][CH3:14].[F:1][c:2]1[c:3]([O:8][CH3:9])[cH:4][cH:5][cH:6][cH:7]1.[Na+:19].[O:15]=[C:16]=[O:17].[OH-:18]>>[F:1][c:2]1[c:3]([O:8][CH3:9])[cH:4][cH:5][cH:6][c:7]1[C:16](=[O:15])[OH:17]. Run at time 42 hour. The reactants are N1C=NC2=C1C=CC=N2 (imidazopyridine), C1(CCCC1)N(C(=O)C=1C=CC(=NC1)CCCCl)C1CCCC1 (N,N-dicyclopentyl-2-(3-chloropropyl)-5-pyridinecarboxamide). Reaction SMILES: [NH:1]1[C:5]2[CH:6]=[CH:7][CH:8]=[N:9][C:4]=2[N:3]=[CH:2]1.[CH:10]1([N:15]([CH:28]2[CH2:32][CH2:31][CH2:30][CH2:29]2)[C:16]([C:18]2[CH:19]=[CH:20][C:21]([CH2:24][CH2:25][CH2:26]Cl)=[N:22][CH:23]=2)=[O:17])[CH2:14][CH2:13][CH2:12][CH2:11]1>CC(N(C)C)=O>[CH3:16][OH:17].[NH4+:1].[OH-:17].[CH:28]1([N:15]([CH:10]2[CH2:11][CH2:12][CH2:13][CH2:14]2)[C:16]([C:18]2[CH:23]=[N:22][C:21]([CH2:24][CH2:25][CH2:26][N:9]3[CH:8]=[CH:7][C:6]4=[N:3][CH:2]=[N:1][C:5]4=[CH:4]3)=[CH:20][CH:19]=2)=[O:17])[CH2:32][CH2:31][CH2:30][CH2:29]1 |f:3.4.5|. Reported procedure: To a stirred solution of imidazopyridine in dimethylacetamide under argon, N,N-dicyclopentyl-2-(3-chloropropyl)-5-pyridinecarboxamide is added in one portion. The reaction temperature is slowly raised to 80°-85° C. and stirred for 24-60 hr. The reaction flask is cooled to room temperature and the solvent is removed under reduced pressure at <45° C. The residue is triturated with excess of dry ether and filtered The crude product is chromatographed on silica gel using mixtures of CH2Cl2 :MeOH NH4... Yields the product CO.[NH4+].[OH-] (MeOH NH4OH), C1(CCCC1)N(C(=O)C=1C=NC(=CC1)CCCN1C=C2C(C=C1)=NC=N2)C2CCCC2 (N,N-dicyclopentyl-6-[3-(5H-imidazo[4,5-c]pyridin-5-yl)propyl]-3-pyridinecarboxamide). Run in CC(=O)N(C)C (dimethylacetamide).